From a dataset of the Open Reaction Database (ORD), a public repository of structured organic reaction records. describe an organic reaction: reactants, conditions, products, and yield The reactants are Cc1cc(O)ccc1B1OC(C)(C)C(C)(C)O1, COC(=O)c1c(C)n(C(C)C)c2cc(Cl)ccc12, C1CCC(P(C2CCCCC2)C2CCCCC2)CC1, Cl, [K+], [K+], [K+], O=C(C=Cc1ccccc1)C=Cc1ccccc1, C1COCCO1, O=C(C=Cc1ccccc1)C=Cc1ccccc1, O=C(C=Cc1ccccc1)C=Cc1ccccc1, O, O=P([O-])([O-])[O-], [Pd], [Pd]. The product is COC(=O)c1c(C)n(C(C)C)c2cc(-c3ccc(O)cc3C)ccc12. As a reaction SMILES: [CH3:19][c:20]1[cH:21][c:22]([OH:35])[cH:23][cH:24][c:25]1[B:26]1[O:27][C:28]([CH3:29])([CH3:30])[C:31]([CH3:32])([CH3:33])[O:34]1.[CH3:1][O:2][C:3](=[O:4])[c:5]1[c:6]([CH3:18])[n:7]([CH:15]([CH3:16])[CH3:17])[c:8]2[cH:9][c:10]([Cl:14])[cH:11][cH:12][c:13]12.[CH:44]1([P:45]([CH:46]2[CH2:47][CH2:48][CH2:49][CH2:50][CH2:51]2)[CH:52]2[CH2:53][CH2:54][CH2:55][CH2:56][CH2:57]2)[CH2:58][CH2:59][CH2:60][CH2:61][CH2:62]1.[ClH:63].[K+:41].[K+:42].[K+:43].[O:103]=[C:104]([CH:105]=[CH:106][c:107]1[cH:108][cH:109][cH:110][cH:111][cH:112]1)[CH:113]=[CH:114][c:115]1[cH:116][cH:117][cH:118][cH:119][cH:120]1.[O:121]1[CH2:122][CH2:123][O:124][CH2:125][CH2:126]1.[O:67]=[C:68]([CH:69]=[CH:70][c:71]1[cH:72][cH:73][cH:74][cH:75][cH:76]1)[CH:77]=[CH:78][c:79]1[cH:80][cH:81][cH:82][cH:83][cH:84]1.[O:85]=[C:86]([CH:87]=[CH:88][c:89]1[cH:90][cH:91][cH:92][cH:93][cH:94]1)[CH:95]=[CH:96][c:97]1[cH:98][cH:99][cH:100][cH:101][cH:102]1.[OH2:64].[P:36]([O-:37])([O-:38])([O-:39])=[O:40].[Pd:65].[Pd:66]>>[CH3:1][O:2][C:3](=[O:4])[c:5]1[c:6]([CH3:18])[n:7]([CH:15]([CH3:16])[CH3:17])[c:8]2[cH:9][c:10](-[c:25]3[c:20]([CH3:19])[cH:21][c:22]([OH:35])[cH:23][cH:24]3)[cH:11][cH:12][c:13]12. The reactants are FC1=CC=C(C=C1)CC1=CN=C2C(=C(C(N(C2=C1)CCCN1C(CCCC1)=O)=O)C(=O)OCC)O (ethyl 7-[(4-fluorophenyl)methyl]-4-hydroxy-2-oxo-1-[3-(2-oxo-1-piperidinyl)propyl]-1,2-dihydro-1,5-naphthyridine-3-carboxylate), N[C@@H](CO)C ((2R)-2-amino-1-propanol). Yields the product FC1=CC=C(C=C1)CC1=CN=C2C(=C(C(N(C2=C1)CCCN1C(CCCC1)=O)=O)C(=O)N[C@@H](CO)C)O (7-[(4-fluorophenyl)methyl]-4-hydroxy-N-[(1R)-2-hydroxy-1-methylethyl]-2-oxo-1-[3-(2-oxo-1-piperidinyl)propyl]-1,2-dihydro-1,5-naphthyridine-3-carboxamide). Reaction SMILES: [F:1][C:2]1[CH:7]=[CH:6][C:5]([CH2:8][C:9]2[CH:18]=[C:17]3[C:12]([C:13]([OH:35])=[C:14]([C:30](OCC)=[O:31])[C:15](=[O:29])[N:16]3[CH2:19][CH2:20][CH2:21][N:22]3[CH2:27][CH2:26][CH2:25][CH2:24][C:23]3=[O:28])=[N:11][CH:10]=2)=[CH:4][CH:3]=1.[NH2:36][C@H:37]([CH3:40])[CH2:38][OH:39]>>[F:1][C:2]1[CH:7]=[CH:6][C:5]([CH2:8][C:9]2[CH:18]=[C:17]3[C:12]([C:13]([OH:35])=[C:14]([C:30]([NH:36][C@H:37]([CH3:40])[CH2:38][OH:39])=[O:31])[C:15](=[O:29])[N:16]3[CH2:19][CH2:20][CH2:21][N:22]3[CH2:27][CH2:26][CH2:25][CH2:24][C:23]3=[O:28])=[N:11][CH:10]=2)=[CH:4][CH:3]=1. Procedure details: This compound was prepared from ethyl 7-[(4-fluorophenyl)methyl]-4-hydroxy-2-oxo-1-[3-(2-oxo-1-piperidinyl)propyl]-1,2-dihydro-1,5-naphthyridine-3-carboxylate and (2R)-2-amino-1-propanol using methods similar to Example 563 to provide a tan solid: 1H NMR (300 MHz, DMSO-d6) δ ppm 1.19 (d, J=6.74 Hz, 3 H), 1.65-1.81 (m, 6 H), 2.19 (t, J=5.79 Hz, 2 H), 3.21 (t, J=5.90 Hz, 2 H), 3.37 (t, J=6.95 Hz, 2 H), 3.48 (t, J=5.05 Hz, 2 H), 4.05 (t, J=6.00 Hz, 1 H), 4.14-4.23 (m, 4 H), 5.00 (t, J=5.16 Hz, 1 H)... Reactants: O=C([O-])O, c1ccc(COCC2CO2)cc1, [O-][Cl+3]([O-])([O-])O, [Na+], O. The product is OCC(O)COCc1ccccc1. RXN SMILES: [C:18](=[O:19])([OH:20])[O-:21].[CH2:1]([c:2]1[cH:3][cH:4][cH:5][cH:6][cH:7]1)[O:8][CH2:9][CH:10]1[CH2:11][O:12]1.[Cl+3:13]([O-:14])([OH:15])([O-:16])[O-:17].[Na+:22].[OH2:23]>>[CH2:1]([c:2]1[cH:3][cH:4][cH:5][cH:6][cH:7]1)[O:8][CH2:9][CH:10]([CH2:11][OH:14])[OH:12]. Reactants: CCS, C1CCOC1, CCC(CC)(c1ccc(NS(=O)(=O)CCCl)c(C)c1)c1ccc(OCC(=O)C(C)(C)C)c(C)c1, [H-], [Na+]. Product: CCSCCS(=O)(=O)Nc1ccc(C(CC)(CC)c2ccc(OCC(=O)C(C)(C)C)c(C)c2)cc1C. RXN SMILES: [CH2:1]([CH3:2])[SH:3].[CH2:40]1[O:41][CH2:42][CH2:43][CH2:44]1.[CH3:6][C:7]([C:8]([CH2:9][O:10][c:11]1[c:12]([CH3:36])[cH:13][c:14]([C:17]([CH2:18][CH3:19])([CH2:20][CH3:21])[c:22]2[cH:23][c:24]([CH3:35])[c:25]([NH:28][S:29](=[O:30])(=[O:31])[CH2:32][CH2:33][Cl:34])[cH:26][cH:27]2)[cH:15][cH:16]1)=[O:37])([CH3:38])[CH3:39].[H-:5].[Na+:4]>>[CH2:1]([CH3:2])[S:3][CH2:33][CH2:32][S:29]([NH:28][c:25]1[c:24]([CH3:35])[cH:23][c:22]([C:17]([c:14]2[cH:13][c:12]([CH3:36])[c:11]([O:10][CH2:9][C:8]([C:7]([CH3:6])([CH3:38])[CH3:39])=[O:37])[cH:16][cH:15]2)([CH2:18][CH3:19])[CH2:20][CH3:21])[cH:27][cH:26]1)(=[O:30])=[O:31]. The reactants are [N+](=O)([O-])C=1C=CC(=C(C#N)C1)N1CCC(CC1)N1CCCCC1 (5-nitro-2-(4-piperidinopiperidin-1-yl)benzonitrile), [Cl-].[NH4+] (ammonium chloride), O (water). Reagents/catalysts: [Fe] (iron). Solvent: C(C)O (ethanol). Conditions: temperature 65 celsius, time 30 minute. The product is NC=1C=CC(=C(C#N)C1)N1CCC(CC1)N1CCCCC1 (5-Amino-2-(4-piperidinopiperidin-1-yl)benzonitrile). Yield: 85.6%. RXN SMILES: [Cl-].[NH4+].O.[N+:4]([C:7]1[CH:8]=[CH:9][C:10]([N:15]2[CH2:20][CH2:19][CH:18]([N:21]3[CH2:26][CH2:25][CH2:24][CH2:23][CH2:22]3)[CH2:17][CH2:16]2)=[C:11]([CH:14]=1)[C:12]#[N:13])([O-])=O>[Fe].C(O)C>[NH2:4][C:7]1[CH:8]=[CH:9][C:10]([N:15]2[CH2:16][CH2:17][CH:18]([N:21]3[CH2:22][CH2:23][CH2:24][CH2:25][CH2:26]3)[CH2:19][CH2:20]2)=[C:11]([CH:14]=1)[C:12]#[N:13] |f:0.1|. Reported procedure: Subsequently, ammonium chloride (0.7 g) and iron powder (3.8 g) were added to a mixed solvent of water (30 ml) and ethanol (120 ml), and the mixture was heated to 65° C. Then, 5-nitro-2-(4-piperidinopiperidin-1-yl)benzonitrile (6.2 g) was added in parts over 20 min and the mixture was stirred at a refluxing temperature for 30 min. The reaction mixture was ice-cooled and filtrated. The solvent was evaporated under reduced pressure. To the residue was added aqueous sodium hydroxide solution and th... Starting materials: O=C1CCC(=O)N1Br, Cc1ccc(C#N)nc1, ClC(Cl)Cl. Yields the product N#Cc1ccc(CBr)cn1. As a reaction SMILES: [Br:10][N:11]1[C:12](=[O:13])[CH2:14][CH2:15][C:16]1=[O:17].[C:1](#[N:2])[c:3]1[n:4][cH:5][c:6]([CH3:9])[cH:7][cH:8]1.[CH:18]([Cl:19])([Cl:20])[Cl:21]>>[C:1](#[N:2])[c:3]1[n:4][cH:5][c:6]([CH2:9][Br:10])[cH:7][cH:8]1. Reactants: [N+](=O)([O-])C1=C(C=O)C=CC=C1 (2-nitrobenzaldehyde), C1(=CC=CC=C1)[PH+](C1=CC=CC=C1)C1=CC=CC=C1 (triphenylphosphonium), C(C1=CC=CC=C1)Cl (benzyl chloride), [Na] (sodium). Run in C(C)O (ethanol). Conditions: time 8 hour. Product: [N+](=O)([O-])C1=C(C=CC=C1)C=CC1=CC=CC=C1 (2-nitrostilbene). RXN SMILES: C1([PH+](C2C=CC=CC=2)C2C=CC=CC=2)C=CC=CC=1.[CH2:20](Cl)[C:21]1[CH:26]=[CH:25][CH:24]=[CH:23][CH:22]=1.[Na].[N+:29]([C:32]1[CH:39]=[CH:38][CH:37]=[CH:36][C:33]=1[CH:34]=O)([O-:31])=[O:30]>C(O)C>[N+:29]([C:32]1[CH:39]=[CH:38][CH:37]=[CH:36][C:33]=1[CH:34]=[CH:20][C:21]1[CH:26]=[CH:25][CH:24]=[CH:23][CH:22]=1)([O-:31])=[O:30] |^1:27|. Procedure: The triphenylphosphonium salt of benzyl chloride (38.9 g., 0.10 mole) is added to a solution of sodium (3.0 g.) in ethanol (200 ml.). The resulting solution is treated with 2-nitrobenzaldehyde (16 g., 0.10 mole) and stirred overnight. The mixture is filtered, washed with water and extracted with dichloromethane. The extracts are evaporated to a dark residue which is extracted with carbon tetrachloride, then these extracts are concentrated and passed through a column of alumina, eluting with hexa...